Dataset: the Open Reaction Database (ORD), a public repository of structured organic reaction records. Task: describe an organic reaction: reactants, conditions, products, and yield The reactants are CC(=O)C1C(=O)N(C)C(=O)N(C)C1=O, CCON, CCO. Yields the product CCONC(C)=C1C(=O)N(C)C(=O)N(C)C1=O. Reaction SMILES: [C:1]([CH3:2])(=[O:3])[CH:4]1[C:5](=[O:14])[N:6]([CH3:13])[C:7](=[O:12])[N:8]([CH3:11])[C:9]1=[O:10].[CH2:15]([CH3:16])[O:17][NH2:18].[CH3:19][CH2:20][OH:21]>>[C:1]([CH3:2])(=[C:4]1[C:5](=[O:14])[N:6]([CH3:13])[C:7](=[O:12])[N:8]([CH3:11])[C:9]1=[O:10])[NH:18][O:17][CH2:15][CH3:16]. Reactants: Cc1cccc2c1nc(COc1ccc(Cl)cc1)n2CCC(Cc1ccccc1)C(=O)O, C1CCNCC1, CN(C)C=O, C(=NC1CCCCC1)=NC1CCCCC1, On1nnc2ccccc21. The product is Cc1cccc2c1nc(COc1ccc(Cl)cc1)n2CCC(Cc1ccccc1)C(=O)N1CCCCC1. Reaction SMILES: [C:1](=[O:2])([OH:3])[CH:4]([CH2:5][CH2:6][n:7]1[c:8]([CH2:17][O:18][c:19]2[cH:20][cH:21][c:22]([Cl:25])[cH:23][cH:24]2)[n:9][c:10]2[c:11]1[cH:12][cH:13][cH:14][c:15]2[CH3:16])[CH2:26][c:27]1[cH:28][cH:29][cH:30][cH:31][cH:32]1.[CH2:33]1[CH2:34][CH2:35][NH:36][CH2:37][CH2:38]1.[CH3:64][N:65]([CH3:66])[CH:67]=[O:68].[CH:49]1([N:50]=[C:51]=[N:52][CH:53]2[CH2:54][CH2:55][CH2:56][CH2:57][CH2:58]2)[CH2:59][CH2:60][CH2:61][CH2:62][CH2:63]1.[OH:39][n:40]1[c:41]2[cH:42][cH:43][cH:44][cH:45][c:46]2[n:47][n:48]1>>[C:1](=[O:2])([CH:4]([CH2:5][CH2:6][n:7]1[c:8]([CH2:17][O:18][c:19]2[cH:20][cH:21][c:22]([Cl:25])[cH:23][cH:24]2)[n:9][c:10]2[c:11]1[cH:12][cH:13][cH:14][c:15]2[CH3:16])[CH2:26][c:27]1[cH:28][cH:29][cH:30][cH:31][cH:32]1)[N:36]1[CH2:35][CH2:34][CH2:33][CH2:38][CH2:37]1. Starting materials: C=CC(=O)Cl, O=C([O-])O, C1CCOC1, CC(N)C(=O)Nc1cc2c(Nc3ccc(OCc4ccccn4)c(Cl)c3)ncnc2cc1OCCCN1CCOCC1, [Na+], O. The product is C=CC(=O)NC(C)C(=O)Nc1cc2c(Nc3ccc(OCc4ccccn4)c(Cl)c3)ncnc2cc1OCCCN1CCOCC1. As a reaction SMILES: [C:43]([CH:44]=[CH2:45])(=[O:46])[Cl:47].[C:48](=[O:49])([OH:50])[O-:51].[CH2:53]1[O:54][CH2:55][CH2:56][CH2:57]1.[NH2:1][CH:2]([C:3](=[O:4])[NH:5][c:6]1[cH:7][c:8]2[c:9]([NH:26][c:27]3[cH:28][c:29]([Cl:41])[c:30]([O:33][CH2:34][c:35]4[n:36][cH:37][cH:38][cH:39][cH:40]4)[cH:31][cH:32]3)[n:10][cH:11][n:12][c:13]2[cH:14][c:15]1[O:16][CH2:17][CH2:18][CH2:19][N:20]1[CH2:21][CH2:22][O:23][CH2:24][CH2:25]1)[CH3:42].[Na+:52].[OH2:58]>>[NH:1]([CH:2]([C:3](=[O:4])[NH:5][c:6]1[cH:7][c:8]2[c:9]([NH:26][c:27]3[cH:28][c:29]([Cl:41])[c:30]([O:33][CH2:34][c:35]4[n:36][cH:37][cH:38][cH:39][cH:40]4)[cH:31][cH:32]3)[n:10][cH:11][n:12][c:13]2[cH:14][c:15]1[O:16][CH2:17][CH2:18][CH2:19][N:20]1[CH2:21][CH2:22][O:23][CH2:24][CH2:25]1)[CH3:42])[C:43]([CH:44]=[CH2:45])=[O:46]. The reactants are C(CC)(OCC)(OCC)OCC (triethyl orthopropionate), ClC1=NC2=CC=CC=C2C(=C1N)NCC1=CC(=NO1)C1=CC=C(C=C1)F (2-chloro-N4-{[3-(4-fluorophenyl)isoxazol-5-yl]methyl}quinoline-3,4-diamine). The reagents and catalysts are Cl.N1=CC=CC=C1 (pyridine hydrochloride). The solvent is C1(=CC=CC=C1)C (toluene). Reaction conditions: temperature 110 celsius. The product is ClC1=NC=2C=CC=CC2C2=C1N=C(N2CC2=CC(=NO2)C2=CC=C(C=C2)F)CC (4-chloro-2-ethyl-1-{[3-(4-fluorophenyl)isoxazol-5-yl]methyl}-1H-imidazo[4,5-c]quinoline). Yield: 67.9%. Reaction SMILES: [C:1](OCC)(OCC)(OCC)[CH2:2][CH3:3].[Cl:13][C:14]1[C:23]([NH2:24])=[C:22]([NH:25][CH2:26][C:27]2[O:31][N:30]=[C:29]([C:32]3[CH:37]=[CH:36][C:35]([F:38])=[CH:34][CH:33]=3)[CH:28]=2)[C:21]2[C:16](=[CH:17][CH:18]=[CH:19][CH:20]=2)[N:15]=1>Cl.N1C=CC=CC=1.C1(C)C=CC=CC=1>[Cl:13][C:14]1[C:23]2[N:24]=[C:1]([CH2:2][CH3:3])[N:25]([CH2:26][C:27]3[O:31][N:30]=[C:29]([C:32]4[CH:33]=[CH:34][C:35]([F:38])=[CH:36][CH:37]=4)[CH:28]=3)[C:22]=2[C:21]2[CH:20]=[CH:19][CH:18]=[CH:17][C:16]=2[N:15]=1 |f:2.3|. Procedure: Under a nitrogen atmosphere, pyridine hydrochloride (0.020 g, 0.19 mmol), triethyl orthopropionate (2.5 g, 14 mmol), 2-chloro-N4-{[3-(4-fluorophenyl)isoxazol-5-yl]methyl}quinoline-3,4-diamine (3.5 g, 9.5 mmol), and toluene (50 mL) were combined and heated at 110° C. for 18 hours. Most of the volatiles were removed under reduced pressure to provide a suspension. The solid was isolated by filtration, washed with diethyl ether, and dried to provide 2.624 g of 4-chloro-2-ethyl-1-{[3-(4-fluorophenyl)... The product is CN1C2C(=CCC1CC2)C#N ((1RS)-8-methyl-8-azabicyclo[3.2.1]oct-2-ene-2-carbonitrile). Procedure details: The reaction scheme C shown below is an example of reaction scheme for synthesizing an anhydroecgonine derivative (the formula 3) and a phenyltropane derivative (the formula 6) without producing cocaine as an intermediate. In detail, the reaction scheme C is a scheme in which methyl (1RS)-8-methyl-8-azabicyclo-[3.2.1]oct-2-ene-2-carboxylate (7:(1RS)-AECG ; such an abbreviation of a compound name is hereinafter described in a parenthesis and properly used) is synthesized, and then a fluoropropyl ... Starting materials: CN (methylamine), [OH-].[Na+] (sodium hydroxide), CN1C2C(=CCC1CC2)C(=O)OC (methyl (1RS)-8-methyl-8-azabicyclo-[3.2.1]oct-2-ene-2-carboxylate), methyl [1RS-(2-exo,3-exo)]-8-(3-fluoropropyl)-3-(4-iodophenyl)-8-azabicyclo[3.2.1]octane-2-carboxylate, C1(C=CC=CC=C1)C#N (2,4,6-cycloheptatriene-1-carbonitrile). As a reaction SMILES: [CH3:1][N:2]1[CH:7]2[CH2:8][CH2:9][CH:3]1[C:4]([C:10](OC)=O)=[CH:5][CH2:6]2.C1(C#[N:22])C=CC=CC=C1.CN.[OH-].[Na+]>CO>[CH3:1][N:2]1[CH:7]2[CH2:8][CH2:9][CH:3]1[C:4]([C:10]#[N:22])=[CH:5][CH2:6]2 |f:3.4|. The solvent is CO (methanol). Starting materials: CCOC(C)=O, CCO, [N-]=[N+]=Nc1ccnc(C(=O)Nc2ccc(Oc3ccccc3)cc2)c1O. Yields the product Nc1ccnc(C(=O)Nc2ccc(Oc3ccccc3)cc2)c1O. Reaction SMILES: [C:27]([O:28][CH2:29][CH3:30])(=[O:31])[CH3:32].[CH2:33]([OH:34])[CH3:35].[N:1](=[N+:2]=[N-:3])[c:4]1[c:5]([OH:26])[c:6]([C:10](=[O:11])[NH:12][c:13]2[cH:14][cH:15][c:16]([O:19][c:20]3[cH:21][cH:22][cH:23][cH:24][cH:25]3)[cH:17][cH:18]2)[n:7][cH:8][cH:9]1>>[NH2:1][c:4]1[c:5]([OH:26])[c:6]([C:10](=[O:11])[NH:12][c:13]2[cH:14][cH:15][c:16]([O:19][c:20]3[cH:21][cH:22][cH:23][cH:24][cH:25]3)[cH:17][cH:18]2)[n:7][cH:8][cH:9]1.